From a dataset of the Open Reaction Database (ORD), a public repository of structured organic reaction records. describe an organic reaction: reactants, conditions, products, and yield Reaction conditions: time 40 minute. Yield: 94.7%. Reported procedure: 1M Hydrochloric acid (10 mL) was added to a solution of 2-({3-[(2,4-difluorophenyl)thio]propyl}oxy)tetrahydro-2H-pyran (610 mg, 2.12 mmol) in methanol (10 mL) and stirred at RT for 40 minutes. The methanol was removed in vacuo and the residue adjusted to pH 6 then extracted into ethyl acetate (3×50 mL). The combined organics were washed with brine (50 mL), dried (MgSO4), filtered and reduced in vacuo to give the desired compound as a colourless oil (410 mg). 1H NMR δ (CDCl3): 1.38 (t, 1H), 1.83 ... Run in CO (methanol). Product: FC1=C(C=CC(=C1)F)SCCCO (3-[(2,4-Difluorophenyl)thio]propan-1-ol). RXN SMILES: Cl.[F:2][C:3]1[CH:8]=[C:7]([F:9])[CH:6]=[CH:5][C:4]=1[S:10][CH2:11][CH2:12][CH2:13][O:14]C1CCCCO1>CO>[F:2][C:3]1[CH:8]=[C:7]([F:9])[CH:6]=[CH:5][C:4]=1[S:10][CH2:11][CH2:12][CH2:13][OH:14]. Reactants: Cl (Hydrochloric acid), FC1=C(C=CC(=C1)F)SCCCOC1OCCCC1 (2-({3-[(2,4-difluorophenyl)thio]propyl}oxy)tetrahydro-2H-pyran). The reactants are S=C=Nc1cc(Cl)cc(Cl)c1, ClCCl, COc1ccc(C(=O)Nc2ccc(C)c(Cl)c2)cc1N, CN(C)C=O. The product is COc1ccc(C(=O)Nc2ccc(C)c(Cl)c2)cc1NC(=S)Nc1cc(Cl)cc(Cl)c1. As a reaction SMILES: [Cl:21][c:22]1[cH:23][c:24]([N:29]=[C:30]=[S:31])[cH:25][c:26]([Cl:28])[cH:27]1.[Cl:32][CH2:33][Cl:34].[NH2:1][c:2]1[cH:3][c:4]([C:5](=[O:6])[NH:7][c:8]2[cH:9][c:10]([Cl:15])[c:11]([CH3:14])[cH:12][cH:13]2)[cH:16][cH:17][c:18]1[O:19][CH3:20].[O:35]=[CH:36][N:37]([CH3:38])[CH3:39]>>[NH:1]([c:2]1[cH:3][c:4]([C:5](=[O:6])[NH:7][c:8]2[cH:9][c:10]([Cl:15])[c:11]([CH3:14])[cH:12][cH:13]2)[cH:16][cH:17][c:18]1[O:19][CH3:20])[C:30]([NH:29][c:24]1[cH:23][c:22]([Cl:21])[cH:27][c:26]([Cl:28])[cH:25]1)=[S:31]. The reactants are C([O-])([O-])=O.[Cs+].[Cs+] (cesium carbonate), BrC1=C(C(=C(C=C1)OC)OCC1CC1)OC (1-bromo-3-(cyclopropylmethoxy)-2,4-dimethoxybenzene), CC1(OB(OC1(C)C)C=1C=C2CCC(C2=CC1)=O)C (5-(4,4,5,5-tetramethyl-1,3,2-dioxaborolan-2-yl)-2,3-dihydro-1H-inden-1-one). The reagents and catalysts are C=1C=CC(=CC1)[P](C=2C=CC=CC2)(C=3C=CC=CC3)[Pd]([P](C=4C=CC=CC4)(C=5C=CC=CC5)C=6C=CC=CC6)([P](C=7C=CC=CC7)(C=8C=CC=CC8)C=9C=CC=CC9)[P](C=1C=CC=CC1)(C=1C=CC=CC1)C=1C=CC=CC1 (Pd(PPh3)4). Run in O1CCOCC1 (dioxane). Reaction conditions: temperature 85 celsius. The product is C1(CC1)COC=1C(=C(C=CC1OC)C=1C=C2CCC(C2=CC1)=O)OC (5-(3-(cyclopropylmethoxy)-2,4-dimethoxyphenyl)-2,3-dihydro-1H-inden-1-one). Yield: 42.8%. RXN SMILES: CC1(C)C(C)(C)OB([C:9]2[CH:10]=[C:11]3[C:15](=[CH:16][CH:17]=2)[C:14](=[O:18])[CH2:13][CH2:12]3)O1.C(=O)([O-])[O-].[Cs+].[Cs+].Br[C:27]1[CH:32]=[CH:31][C:30]([O:33][CH3:34])=[C:29]([O:35][CH2:36][CH:37]2[CH2:39][CH2:38]2)[C:28]=1[O:40][CH3:41]>O1CCOCC1.C1C=CC([P]([Pd]([P](C2C=CC=CC=2)(C2C=CC=CC=2)C2C=CC=CC=2)([P](C2C=CC=CC=2)(C2C=CC=CC=2)C2C=CC=CC=2)[P](C2C=CC=CC=2)(C2C=CC=CC=2)C2C=CC=CC=2)(C2C=CC=CC=2)C2C=CC=CC=2)=CC=1>[CH:37]1([CH2:36][O:35][C:29]2[C:28]([O:40][CH3:41])=[C:27]([C:9]3[CH:10]=[C:11]4[C:15](=[CH:16][CH:17]=3)[C:14](=[O:18])[CH2:13][CH2:12]4)[CH:32]=[CH:31][C:30]=2[O:33][CH3:34])[CH2:38][CH2:39]1 |f:1.2.3,^1:51,53,72,91|. Procedure details: A solution of 5-(4,4,5,5-tetramethyl-1,3,2-dioxaborolan-2-yl)-2,3-dihydro-1H-inden-1-one (180 mg, 0.69 mmol) in dioxane (25 mL) was purged with argon for 1 h, to this was added cesium carbonate (672 mg, 2.07 mmol), Pd(PPh3)4 (40 mg, 0.034 mmol) and 1-bromo-3-(cyclopropylmethoxy)-2,4-dimethoxybenzene (200 mg, 0.69 mmol) and the resultant reaction mixture was heated to 80-90° C. for 16 h. The reaction mixture was cooled to RT, filtered through celite and the filtrate was diluted with water and ext...